From a dataset of the Open Reaction Database (ORD), a public repository of structured organic reaction records. describe an organic reaction: reactants, conditions, products, and yield Reactants: COc1ccc(S(=O)(=O)Cl)cc1OC, NCCC(=O)O, [Na+], C1COCCO1, [OH-], O=C(O)CC(O)(CC(=O)O)C(=O)O. The product is COc1ccc(S(=O)(=O)NCCC(=O)O)cc1OC. Reaction SMILES: [CH3:1][O:2][c:3]1[cH:4][c:5]([S:11](=[O:12])(=[O:13])[Cl:14])[cH:6][cH:7][c:8]1[O:9][CH3:10].[NH2:15][CH2:16][CH2:17][C:18](=[O:19])[OH:20].[Na+:41].[O:34]1[CH2:35][CH2:36][O:37][CH2:38][CH2:39]1.[OH-:40].[OH:21][C:22]([CH2:23][C:24]([C:25](=[O:26])[OH:27])([CH2:28][C:29](=[O:30])[OH:31])[OH:32])=[O:33]>>[CH3:1][O:2][c:3]1[cH:4][c:5]([S:11](=[O:12])(=[O:13])[NH:15][CH2:16][CH2:17][C:18](=[O:19])[OH:20])[cH:6][cH:7][c:8]1[O:9][CH3:10]. Reactants: N1=CC=C(C=C1)N1CCC(CC1)C(=O)Cl (1-(4-pyridyl)piperidine-4-carbonyl chloride), Cl.NCC(C(=O)N1CCCCC1)NS(=O)(=O)C1=CC2=CC=CC=C2C=C1 (1-[3-amino-2-(2-naphthalenesulphonamido)propionyl]piperidine hydrochloride salt). The product is C1=C(C=CC2=CC=CC=C12)S(=O)(=O)NC(CNC(=O)C1CCN(CC1)C1=CC=NC=C1)C(=O)N1CCCCC1 (N-[2-(2-naphthalenesulphonamido)-2-(piperidinocarbonyl)ethyl]-1-(4-pyridyl)-piperidine-4-carboxamide). The yield is 17.0%. As a reaction SMILES: [N:1]1[CH:6]=[CH:5][C:4]([N:7]2[CH2:12][CH2:11][CH:10]([C:13](Cl)=[O:14])[CH2:9][CH2:8]2)=[CH:3][CH:2]=1.Cl.[NH2:17][CH2:18][CH:19]([NH:28][S:29]([C:32]1[CH:41]=[CH:40][C:39]2[C:34](=[CH:35][CH:36]=[CH:37][CH:38]=2)[CH:33]=1)(=[O:31])=[O:30])[C:20]([N:22]1[CH2:27][CH2:26][CH2:25][CH2:24][CH2:23]1)=[O:21]>>[CH:33]1[C:34]2[C:39](=[CH:38][CH:37]=[CH:36][CH:35]=2)[CH:40]=[CH:41][C:32]=1[S:29]([NH:28][CH:19]([C:20]([N:22]1[CH2:27][CH2:26][CH2:25][CH2:24][CH2:23]1)=[O:21])[CH2:18][NH:17][C:13]([CH:10]1[CH2:11][CH2:12][N:7]([C:4]2[CH:5]=[CH:6][N:1]=[CH:2][CH:3]=2)[CH2:8][CH2:9]1)=[O:14])(=[O:30])=[O:31] |f:1.2|. Procedure details: Using an analogous procedure to that described in Example 1, 1-(4-pyridyl)piperidine-4-carbonyl chloride was reacted with 1-[3-amino-2-(2-naphthalenesulphonamido)propionyl]piperidine hydrochloride salt to give N-[2-(2-naphthalenesulphonamido)-2-(piperidinocarbonyl)ethyl]-1-(4-pyridyl)-piperidine-4-carboxamide in 17% yield;